This data is from the Open Reaction Database (ORD), a public repository of structured organic reaction records. The task is: describe an organic reaction: reactants, conditions, products, and yield The reactants are O=C([O-])[O-], CCOC(C)=O, [Cs+], [Cs+], O=S(=O)(OCC1CCOC1)C(F)(F)F, NC1=NC2(CO1)c1cc(O)ccc1Oc1ccc(-c3cncnc3)cc12, O=S(=O)([O-])C(F)(F)F, CN(C)C=O. Yields the product NC1=NC2(CO1)c1cc(OCC3CCOC3)ccc1Oc1ccc(-c3cncnc3)cc12. As a reaction SMILES: [C:27](=[O:28])([O-:29])[O-:30].[CH3:60][CH2:61][O:62][C:63]([CH3:64])=[O:65].[Cs+:31].[Cs+:32].[F:33][C:34]([F:35])([F:36])[S:37]([O:38][CH2:39][CH:40]1[CH2:41][O:42][CH2:43][CH2:44]1)(=[O:45])=[O:46].[NH2:1][C:2]1=[N:6][C:5]2([CH2:4][O:3]1)[c:7]1[cH:8][c:9](-[c:21]3[cH:22][n:23][cH:24][n:25][cH:26]3)[cH:10][cH:11][c:12]1[O:13][c:14]1[cH:15][cH:16][c:17]([OH:20])[cH:18][c:19]12.[O-:47][S:48]([C:49]([F:50])([F:51])[F:52])(=[O:53])=[O:54].[O:55]=[CH:56][N:57]([CH3:58])[CH3:59]>>[NH2:1][C:2]1=[N:6][C:5]2([CH2:4][O:3]1)[c:7]1[cH:8][c:9](-[c:21]3[cH:22][n:23][cH:24][n:25][cH:26]3)[cH:10][cH:11][c:12]1[O:13][c:14]1[cH:15][cH:16][c:17]([O:20][CH2:39][CH:40]3[CH2:41][O:42][CH2:43][CH2:44]3)[cH:18][c:19]12. As a reaction SMILES: Br.O=[C:3]1[CH:12]([CH2:13][C:14]([O:16]C)=O)[CH2:11][CH2:10][C:9]2[CH:8]=[N:7][CH:6]=[CH:5][C:4]1=2.[Cl:18][C:19]1[CH:24]=[CH:23][C:22]([NH:25][NH2:26])=[CH:21][CH:20]=1>>[Cl:18][C:19]1[CH:24]=[CH:23][C:22]([N:25]2[C:14](=[O:16])[CH2:13][CH:12]3[C:3]([C:4]4[CH:5]=[CH:6][N:7]=[CH:8][C:9]=4[CH2:10][CH2:11]3)=[N:26]2)=[CH:21][CH:20]=1 |f:0.1|. Yields the product ClC1=CC=C(C=C1)N1N=C2C3=C(CCC2CC1=O)C=NC=C3 (2-(4-Chlorophenyl)-4,4a,5,6-tetrahydropyrido[3,4-h]cinnolin-3(2H)-one). Procedure: Prepared according to the method described in Example 1 from methyl 5,6,7,8-tetrahydro-5-oxoisoquinoline-6-acetate hydrobromide and 4-chlorophenylhydrazine. Reactants: Br.O=C1C=2C=CN=CC2CCC1CC(=O)OC (methyl 5,6,7,8-tetrahydro-5-oxoisoquinoline-6-acetate hydrobromide), ClC1=CC=C(C=C1)NN (4-chlorophenylhydrazine).